Dataset: the Open Reaction Database (ORD), a public repository of structured organic reaction records. Task: describe an organic reaction: reactants, conditions, products, and yield Starting materials: C(C)(=O)C1=C(C(=O)OC)C(=CC=C1)[N+](=O)[O-] (methyl 2-acetyl-6-nitrobenzoate), CN (methylamine). Run in C(C)O (ethanol). The product is OC1(N(C(C2=C(C=CC=C12)[N+](=O)[O-])=O)C)C (3-Hydroxy-2,3-dimethyl-7-nitro-2,3-dihydro-1H-isoindol-1-one). Isolated yield 85.0%. Reaction SMILES: [C:1]([C:4]1[CH:13]=[CH:12][CH:11]=[C:10]([N+:14]([O-:16])=[O:15])[C:5]=1[C:6](OC)=[O:7])(=[O:3])[CH3:2].[CH3:17][NH2:18]>C(O)C>[OH:3][C:1]1([CH3:2])[C:4]2[C:5](=[C:10]([N+:14]([O-:16])=[O:15])[CH:11]=[CH:12][CH:13]=2)[C:6](=[O:7])[N:18]1[CH3:17]. Procedure: A mixture of methyl 2-acetyl-6-nitrobenzoate (2 g, 8.96 mmol) and 33% methylamine in ethanol (10 mL) was stirred at reflux for 14 h. The solvents were removed under reduced pressure to afford 1.7 g of the desired product (yield: 85%). 1H NMR (CDCl3, 300 MHz): δ=1.80 (s, 3 H), 3.05 (s, 3 H), 7.78 (m, 2 H), 7.95 (m, 1 H). Reactants: NCP(OCC)(OCC)=O (diethyl aminomethylphosphonate), COC1=CC=C(C=O)C=C1 (p-methoxybenzaldehyde). Yields the product COC1=CC=C(C=NCP(OCC)(OCC)=O)C=C1 (Diethyl N-(p-methoxybenzylidene)-aminomethylphosphonate). Yield: 100.0%. Reaction SMILES: [NH2:1][CH2:2][P:3](=[O:10])([O:7][CH2:8][CH3:9])[O:4][CH2:5][CH3:6].[CH3:11][O:12][C:13]1[CH:20]=[CH:19][C:16]([CH:17]=O)=[CH:15][CH:14]=1>>[CH3:11][O:12][C:13]1[CH:20]=[CH:19][C:16]([CH:17]=[N:1][CH2:2][P:3](=[O:10])([O:7][CH2:8][CH3:9])[O:4][CH2:5][CH3:6])=[CH:15][CH:14]=1. Procedure details: Starting from 16.7 g. (0.1 mol) diethyl aminomethylphosphonate and 13.6 g. (0.1 mol) p-methoxybenzaldehyde and following the procedure described in Example 1, 28.5 g. (yield: 100%) of the desired product are obtained in the form of a yellow oil.